From a dataset of the Open Reaction Database (ORD), a public repository of structured organic reaction records. describe an organic reaction: reactants, conditions, products, and yield Reactants: CC1=NC(=NC(=C1)C1CC1)N(N=CC(C)C)C1=CC=CC=C1 (N-(4-methyl-6-cyclopropylpyrimidin-2-yl)-N-phenylisobutyraldehyde hydrazone), C(#N)[BH3-].[Na+] (sodium cyanoborohydride). Solvent: CO (methanol), C(C)(=O)O (acetic acid). Run at time 1 hour. Yields the product CC1=NC(=NC(=C1)C1CC1)N(NCC(C)C)C1=CC=CC=C1 (N-(4-methyl-6-cyclopropylpyrimidin-2-yl)-N-phenyl-N'-isobutylhydrazine). As a reaction SMILES: [CH3:1][C:2]1[CH:7]=[C:6]([CH:8]2[CH2:10][CH2:9]2)[N:5]=[C:4]([N:11]([C:17]2[CH:22]=[CH:21][CH:20]=[CH:19][CH:18]=2)[N:12]=[CH:13][CH:14]([CH3:16])[CH3:15])[N:3]=1.C([BH3-])#N.[Na+]>CO.C(O)(=O)C>[CH3:1][C:2]1[CH:7]=[C:6]([CH:8]2[CH2:9][CH2:10]2)[N:5]=[C:4]([N:11]([C:17]2[CH:22]=[CH:21][CH:20]=[CH:19][CH:18]=2)[NH:12][CH2:13][CH:14]([CH3:16])[CH3:15])[N:3]=1 |f:1.2|. Reported procedure: 8.55 g (0.029 mol) of N-(4-methyl-6-cyclopropylpyrimidin-2-yl)-N-phenylisobutyraldehyde hydrazone are dissolved in 30 ml of methanol and 2 ml of glacial acetic acid. 2.14 g (0.029 mol) of sodium cyanoborohydride are then added in portions with stirring. The reaction proceeds exothermically; the temperature is maintained at 10°-15° C. by cooling. After 1 hour, the batch is worked up by extraction with ethyl acetate and water and the organic phase is concentrated using a rotary evaporator to give ...